From a dataset of the Open Reaction Database (ORD), a public repository of structured organic reaction records. describe an organic reaction: reactants, conditions, products, and yield Starting materials: Cc1ccccc1, CCOC(C)=O, OB(O)C1CC1, [K+], [K+], [K+], O, CCOC(=O)c1nc(I)c2c(-c3cccs3)noc2c1O, O=P([O-])([O-])[O-], c1ccc(P(c2ccccc2)(c2ccccc2)[Pd](P(c2ccccc2)(c2ccccc2)c2ccccc2)(P(c2ccccc2)(c2ccccc2)c2ccccc2)P(c2ccccc2)(c2ccccc2)c2ccccc2)cc1. The product is CCOC(=O)c1nc(C2CC2)c2c(-c3cccs3)noc2c1O. Reaction SMILES: [CH3:120][c:121]1[cH:122][cH:123][cH:124][cH:125][cH:126]1.[CH3:37][CH2:38][O:39][C:40]([CH3:41])=[O:42].[CH:22]1([B:25]([OH:26])[OH:27])[CH2:23][CH2:24]1.[K+:33].[K+:34].[K+:35].[OH2:36].[OH:1][c:2]1[c:3]2[c:4]([c:5]([I:13])[n:6][c:7]1[C:8](=[O:9])[O:10][CH2:11][CH3:12])[c:14](-[c:17]1[s:18][cH:19][cH:20][cH:21]1)[n:15][o:16]2.[P:28]([O-:29])([O-:30])([O-:31])=[O:32].[cH:43]1[cH:44][cH:45][c:46]([P:47]([Pd:48]([P:49]([c:50]2[cH:51][cH:52][cH:53][cH:54][cH:55]2)([c:56]2[cH:57][cH:58][cH:59][cH:60][cH:61]2)[c:62]2[cH:63][cH:64][cH:65][cH:66][cH:67]2)([P:68]([c:69]2[cH:70][cH:71][cH:72][cH:73][cH:74]2)([c:75]2[cH:76][cH:77][cH:78][cH:79][cH:80]2)[c:81]2[cH:82][cH:83][cH:84][cH:85][cH:86]2)[P:87]([c:88]2[cH:89][cH:90][cH:91][cH:92][cH:93]2)([c:94]2[cH:95][cH:96][cH:97][cH:98][cH:99]2)[c:100]2[cH:101][cH:102][cH:103][cH:104][cH:105]2)([c:106]2[cH:107][cH:108][cH:109][cH:110][cH:111]2)[c:112]2[cH:113][cH:114][cH:115][cH:116][cH:117]2)[cH:118][cH:119]1>>[OH:1][c:2]1[c:3]2[c:4]([c:5]([CH:22]3[CH2:23][CH2:24]3)[n:6][c:7]1[C:8](=[O:9])[O:10][CH2:11][CH3:12])[c:14](-[c:17]1[s:18][cH:19][cH:20][cH:21]1)[n:15][o:16]2.